From a dataset of the Open Reaction Database (ORD), a public repository of structured organic reaction records. describe an organic reaction: reactants, conditions, products, and yield Reactants: Cl, O=C1CN2CCC1CC2, N#C[Na], O. Yields the product N#CC1(O)CN2CCC1CC2. Reaction SMILES: [ClH:1].[N:2]12[CH2:3][C:4](=[O:10])[CH:5]([CH2:6][CH2:7]1)[CH2:8][CH2:9]2.[Na:11][C:12]#[N:13].[OH2:14]>>[N:2]12[CH2:3][C:4]([OH:10])([C:12]#[N:13])[CH:5]([CH2:6][CH2:7]1)[CH2:8][CH2:9]2. Reactants: N#Cc1cncc(Br)c1, O=C([O-])[O-], Cc1ccccc1, O=C(OCc1ccccc1)N1CC2CNC2C1, [Cs+], [Cs+], O=C(C=Cc1ccccc1)C=Cc1ccccc1, O=C(C=Cc1ccccc1)C=Cc1ccccc1, O=C(C=Cc1ccccc1)C=Cc1ccccc1, [Pd], [Pd], c1ccc(P(c2ccccc2)c2ccc3ccccc3c2-c2c(P(c3ccccc3)c3ccccc3)ccc3ccccc23)cc1. As a reaction SMILES: [C:18](#[N:19])[c:20]1[cH:21][n:22][cH:23][c:24]([Br:26])[cH:25]1.[C:73](=[O:74])([O-:75])[O-:76].[CH3:79][c:80]1[cH:81][cH:82][cH:83][cH:84][cH:85]1.[CH:1]12[CH2:2][N:3]([C:8](=[O:9])[O:10][CH2:11][c:12]3[cH:13][cH:14][cH:15][cH:16][cH:17]3)[CH2:4][CH:5]1[NH:6][CH2:7]2.[Cs+:77].[Cs+:78].[O:106]=[C:107]([CH:108]=[CH:109][c:110]1[cH:111][cH:112][cH:113][cH:114][cH:115]1)[CH:116]=[CH:117][c:118]1[cH:119][cH:120][cH:121][cH:122][cH:123]1.[O:124]=[C:125]([CH:126]=[CH:127][c:128]1[cH:129][cH:130][cH:131][cH:132][cH:133]1)[CH:134]=[CH:135][c:136]1[cH:137][cH:138][cH:139][cH:140][cH:141]1.[O:88]=[C:89]([CH:90]=[CH:91][c:92]1[cH:93][cH:94][cH:95][cH:96][cH:97]1)[CH:98]=[CH:99][c:100]1[cH:101][cH:102][cH:103][cH:104][cH:105]1.[Pd:86].[Pd:87].[cH:27]1[cH:28][cH:29][c:30]([P:31]([c:32]2[cH:33][cH:34][c:35]3[c:36]([cH:37][cH:38][cH:39][cH:40]3)[c:41]2-[c:42]2[c:43]3[c:44]([cH:45][cH:46][cH:47][cH:48]3)[cH:49][cH:50][c:51]2[P:52]([c:53]2[cH:54][cH:55][cH:56][cH:57][cH:58]2)[c:59]2[cH:60][cH:61][cH:62][cH:63][cH:64]2)[c:65]2[cH:66][cH:67][cH:68][cH:69][cH:70]2)[cH:71][cH:72]1>>[CH:1]12[CH2:2][N:3]([C:8](=[O:9])[O:10][CH2:11][c:12]3[cH:13][cH:14][cH:15][cH:16][cH:17]3)[CH2:4][CH:5]1[N:6]([c:24]1[cH:23][n:22][cH:21][c:20]([C:18]#[N:19])[cH:25]1)[CH2:7]2. Yields the product N#Cc1cncc(N2CC3CN(C(=O)OCc4ccccc4)CC32)c1. Product: OC=1C=C2C=CC(=CC2=CC1)C(=O)N1CCC(CC1)OC ((6-Hydroxy-naphthalen-2-yl)-(4-methoxy-piperidin-1-yl)-methanone). RXN SMILES: [OH:1][C:2]1[CH:3]=[C:4]2[C:9](=[CH:10][CH:11]=1)[CH:8]=[C:7]([C:12]([OH:14])=O)[CH:6]=[CH:5]2.[CH3:15][O:16][CH:17]1[CH2:22][CH2:21][NH:20][CH2:19][CH2:18]1>>[OH:1][C:2]1[CH:3]=[C:4]2[C:9](=[CH:10][CH:11]=1)[CH:8]=[C:7]([C:12]([N:20]1[CH2:21][CH2:22][CH:17]([O:16][CH3:15])[CH2:18][CH2:19]1)=[O:14])[CH:6]=[CH:5]2. Procedure: The title compound was synthesised from 6-hydroxy-2-naphtoic acid (commercially available) and 4-methoxy-piperidine (commercially available) according to the procedure described for Example A. MS (m/e): 284.0 (MH−, 100%) Starting materials: OC=1C=C2C=CC(=CC2=CC1)C(=O)O (6-hydroxy-2-naphtoic acid), COC1CCNCC1 (4-methoxy-piperidine).